From a dataset of the Open Reaction Database (ORD), a public repository of structured organic reaction records. describe an organic reaction: reactants, conditions, products, and yield Starting materials: COC(=O)C=1SC(=C(C1)CCl)CCl (4,5-Bis(chloromethyl)-2-thiophenecarboxylic acid methyl ester), CN (Methylamine). The solvent is C(C)#N (acetonitrile). Run at time 3 day. The product is COC(=O)C1=CC2=C(CN(C2)C)S1 (5-methyl-5,6-dihydro-4H-thieno[2,3-c]pyrrole-2-carboxylic acid methyl ester). Reaction SMILES: [CH3:1][O:2][C:3]([C:5]1[S:6][C:7]([CH2:12]Cl)=[C:8]([CH2:10]Cl)[CH:9]=1)=[O:4].[CH3:14][NH2:15]>C(#N)C>[CH3:1][O:2][C:3]([C:5]1[S:6][C:7]2[CH2:12][N:15]([CH3:14])[CH2:10][C:8]=2[CH:9]=1)=[O:4]. Procedure details: 4,5-Bis(chloromethyl)-2-thiophenecarboxylic acid methyl ester (D. J. Zwanenburg and Hans Wynberg, J. Org. Chem., 34, 333-340, (1969)) (520 mg) was dissolved in acetonitrile (600 mL). Methylamine (40% methanol solution, 722 μL) was added thereto, followed by stirring at room temperature for 3 days. The solvent was distilled away under reduced pressure. The residue was purified by silica gel column chromatography (methylene chloride:methanol=1:0→19:1), to thereby give the title compound (176 mg). The reactants are CC1=C(C=NN1C1=CC=C(C=C1)C(F)(F)F)C(=O)O (5-methyl-1-(4-trifluoromethylphenyl)pyrazole-4-carboxylic acid), NC=1C=CC(=C(C#N)C1)N1CCN(CC1)C1CCOCC1 (5-amino-2-[4-(3,4,5,6-tetrahydro-2H-pyran-4-yl)piperazin-1-yl]benzonitrile). The product is C(#N)C=1C=C(C=CC1N1CCN(CC1)C1CCOCC1)NC(=O)C=1C=NN(C1C)C1=CC=C(C=C1)C(F)(F)F (N-{3-Cyano-4-[4-(3,4,5,6-tetrahydro-2H-pyran-4-yl)piperazin-1-yl]phenyl}-5-methyl-1-(4-trifluoromethylphenyl)pyrazole 4-carboxamide). Yield: 48.3%. Reaction SMILES: [CH3:1][C:2]1[N:6]([C:7]2[CH:12]=[CH:11][C:10]([C:13]([F:16])([F:15])[F:14])=[CH:9][CH:8]=2)[N:5]=[CH:4][C:3]=1[C:17](O)=[O:18].[NH2:20][C:21]1[CH:22]=[CH:23][C:24]([N:29]2[CH2:34][CH2:33][N:32]([CH:35]3[CH2:40][CH2:39][O:38][CH2:37][CH2:36]3)[CH2:31][CH2:30]2)=[C:25]([CH:28]=1)[C:26]#[N:27]>>[C:26]([C:25]1[CH:28]=[C:21]([NH:20][C:17]([C:3]2[CH:4]=[N:5][N:6]([C:7]3[CH:8]=[CH:9][C:10]([C:13]([F:15])([F:16])[F:14])=[CH:11][CH:12]=3)[C:2]=2[CH3:1])=[O:18])[CH:22]=[CH:23][C:24]=1[N:29]1[CH2:34][CH2:33][N:32]([CH:35]2[CH2:40][CH2:39][O:38][CH2:37][CH2:36]2)[CH2:31][CH2:30]1)#[N:27]. Procedure details: By the reaction and treatment in the same manner as in Example 64 using 5-methyl-1-(4-trifluoromethylphenyl)pyrazole-4-carboxylic acid (1.1 g) and 5-amino-2-[4-(3,4,5,6-tetrahydro-2H-pyran-4-yl)piperazin-1-yl]benzonitrile (1.1 g), the title compound (1.0 g) was obtained, melting point: 274° C.